Dataset: the Open Reaction Database (ORD), a public repository of structured organic reaction records. Task: describe an organic reaction: reactants, conditions, products, and yield Reactants: C(C1=CC=CC=C1)OC(=O)NC(C)P(O)O (1-Benzyloxycarbonylaminoethylphosphonous acid), [N+](=[N-])=C (diazomethane), II. Solvent: CCOCC (ether). Product: COP(O)C(C)NC(=O)OCC1=CC=CC=C1 (1-Benzyloxycarbonylaminoethylphosphonous acid methyl ester). RXN SMILES: [CH2:1]([O:8][C:9]([NH:11][CH:12]([P:14]([OH:16])[OH:15])[CH3:13])=[O:10])[C:2]1[CH:7]=[CH:6][CH:5]=[CH:4][CH:3]=1.[N+](=[CH2:19])=[N-]>CCOCC>[CH3:19][O:16][P:14]([CH:12]([NH:11][C:9]([O:8][CH2:1][C:2]1[CH:3]=[CH:4][CH:5]=[CH:6][CH:7]=1)=[O:10])[CH3:13])[OH:15]. Procedure details: 1-Benzyloxycarbonylaminoethylphosphonous acid, prepared by the method of E. K. Baylis et al. [J. Chem. Soc., Perkin Trans, 2845-2853 (1984)] was esterified with diazomethane in an ether solution prepared by a method of F. Arndt [Organic Syn. Coll. V. II 165-167 (1943)]. The compound was purified by standard chromatography on silica gel. TLC (silica, 9:1, ethyl acetate:acetonitrile) Rf =0.51 NMR (CDCl3, TMS) δ 1.2 and 1.5 (2d, 3H); 2.2 and 10.1 (d, 1H); 3.6 (d, 3H); 3.9 (m, 1H); 5.0 (s, 2H); 6.0-...